This data is from the Open Reaction Database (ORD), a public repository of structured organic reaction records. The task is: describe an organic reaction: reactants, conditions, products, and yield Yields the product N1(N=CC=C1)C1=CC=C(CC=2C(=NC3=CC=C(C=C3C2Cl)C(O)(C2=CN=NN2C)C=2C(=NC(=CC2)C)C)Cl)C=C1 ((3-(4-(1H-Pyrazol-1-yl)benzyl)-2,4-dichloroquinolin-6-yl)(2,6-dimethylpyridin-3-yl)(1-methyl-1H-1,2,3-triazol-5-yl)methanol). Run in C1CCOC1 (THF), C1CCOC1 (THF). Conditions: temperature -45 celsius, time 2 minute. RXN SMILES: [N:1]1([C:6]2[CH:25]=[CH:24][C:9]([CH2:10][C:11]3[C:12]([Cl:23])=[N:13][C:14]4[C:19]([C:20]=3[Cl:21])=[CH:18][C:17](Br)=[CH:16][CH:15]=4)=[CH:8][CH:7]=2)[CH:5]=[CH:4][CH:3]=[N:2]1.[Li]CCCC.[CH3:31][C:32]1[C:37]([C:38]([C:40]2[N:44]([CH3:45])[N:43]=[N:42][CH:41]=2)=[O:39])=[CH:36][CH:35]=[C:34]([CH3:46])[N:33]=1>C1COCC1>[N:1]1([C:6]2[CH:25]=[CH:24][C:9]([CH2:10][C:11]3[C:12]([Cl:23])=[N:13][C:14]4[C:19]([C:20]=3[Cl:21])=[CH:18][C:17]([C:38]([C:37]3[C:32]([CH3:31])=[N:33][C:34]([CH3:46])=[CH:35][CH:36]=3)([C:40]3[N:44]([CH3:45])[N:43]=[N:42][CH:41]=3)[OH:39])=[CH:16][CH:15]=4)=[CH:8][CH:7]=2)[CH:5]=[CH:4][CH:3]=[N:2]1. Starting materials: N1(N=CC=C1)C1=CC=C(CC=2C(=NC3=CC=C(C=C3C2Cl)Br)Cl)C=C1 (3-(4-(1H-pyrazol-1-yl)benzyl)-6-bromo-2,4-dichloroquinoline), N1(N=CC=C1)C1=CC=C(CC=2C(=NC3=CC=C(C=C3C2Cl)Br)Cl)C=C1 (3-(4-(1H-pyrazol-1-yl)benzyl)-6-bromo-2,4-dichloroquinoline), [Li]CCCC (n-BuLi), CC1=NC(=CC=C1C(=O)C1=CN=NN1C)C ((2,6-dimethylpyridin-3-yl)(1-methyl-1H-1,2,3-triazol-5-yl)methanone), CC1=NC(=CC=C1C(=O)C1=CN=NN1C)C ((2,6-dimethylpyridin-3-yl)(1-methyl-1H-1,2,3-triazol-5-yl)methanone). Procedure details: 6-Bromo-2,4-dichloro-3-phenylquinoline (2.00 g, 4.62 mmol, Intermediate 3: step c) was dissolved in THF (250 mL) in a dry round bottom flask under an N2 atmosphere, then cooled to −45° C. in a dry ice acetone bath. n-BuLi (1.6 M in hexanes, 3.18 mL, 5.08 mmol) was then added dropwise via syringe over approximately 2 minutes and the resulting mixture was allowed to stir at that temperature for an additional 2 minutes. (2,6-Dimethylpyridin-3-yl)(1-methyl-1H-1,2,3-triazol-5-yl)methanone (1.10 g, 5.... Reactants: suspension, N(CC(=O)O)C(CO)(CO)CO (tricine), S(O)(O)(=O)=O (sulfuric acid), C(C)O (ethanol). The product is C(C)OC(CNC(CO)(CO)CO)=O (Tricine ethyl ester). As a reaction SMILES: [NH:1]([C:6]([CH2:11][OH:12])([CH2:9][OH:10])[CH2:7][OH:8])[CH2:2][C:3]([OH:5])=[O:4].S(=O)(=O)(O)O.[CH2:18](O)[CH3:19]>>[CH2:18]([O:4][C:3](=[O:5])[CH2:2][NH:1][C:6]([CH2:9][OH:10])([CH2:11][OH:12])[CH2:7][OH:8])[CH3:19]. Procedure: Tricine ethyl ester is prepared by mixing a 500 ml of a suspension of tricine 0.5 g/ml in ethanol with 1 ml of concentrated sulfuric acid. Subsequent distillation of the ethanol water azeotrope forms the ester. Reaction conditions: time 2 hour. Procedure details: To a solution of test-butyl 3-(7-tosyl-7H-pyrrolo[2,3-d]pyrimidin-4-ylamino)azepane-1-carboxylate (1.4 g, 2.9 mmol) in 1,4-dioxane (15 mL) was added 6 N HCl (2 mL) and the reaction mixture was stirred for 2 h. The reaction mixture was concentrated in vacuo and the resultant residue was dissolved in EtOAc, washed with 10% NaHCO3. The EtOAc layer was separated, dried over Na2SO4 and concentrated in vacuo to afford the titled intermediate (910 mg, 88%), which was used in the next step without purif... Reactants: S(=O)(=O)(C1=CC=C(C)C=C1)N1C=CC2=C1N=CN=C2NC2CN(CCCC2)C(=O)OCCCC (butyl 3-(7-tosyl-7H-pyrrolo[2,3-d]pyrimidin-4-ylamino)azepane-1-carboxylate), Cl (HCl). As a reaction SMILES: [S:1]([N:11]1[C:15]2[N:16]=[CH:17][N:18]=[C:19]([NH:20][CH:21]3[CH2:27][CH2:26][CH2:25][CH2:24][N:23](C(OCCCC)=O)[CH2:22]3)[C:14]=2[CH:13]=[CH:12]1)([C:4]1[CH:10]=[CH:9][C:7]([CH3:8])=[CH:6][CH:5]=1)(=[O:3])=[O:2].Cl>O1CCOCC1>[NH:23]1[CH2:24][CH2:25][CH2:26][CH2:27][CH:21]([NH:20][C:19]2[C:14]3[CH:13]=[CH:12][N:11]([S:1]([C:4]4[CH:5]=[CH:6][C:7]([CH3:8])=[CH:9][CH:10]=4)(=[O:2])=[O:3])[C:15]=3[N:16]=[CH:17][N:18]=2)[CH2:22]1. The yield is 81.4%. Run in O1CCOCC1 (1,4-dioxane). Yields the product N1CC(CCCC1)NC=1C2=C(N=CN1)N(C=C2)S(=O)(=O)C2=CC=C(C)C=C2 (N-(azepan-3-yl)-7-tosyl-7H-pyrrolo[2,3-d]pyrimidin-4-amine). Starting materials: CCOC(C)=O, Clc1cc2c3ccccc3ccc2c2ccccc12, O=Cc1cc2c3ccccc3ccc2c2ccccc12. Product: O=Cc1cc2c3ccccc3c(Cl)cc2c2ccccc12. RXN SMILES: [CH3:40][CH2:41][O:42][C:43]([CH3:44])=[O:45].[Cl:1][c:2]1[cH:3][c:4]2[c:5]3[cH:6][cH:7][cH:8][cH:9][c:10]3[cH:11][cH:12][c:13]2[c:14]2[cH:15][cH:16][cH:17][cH:18][c:19]12.[cH:20]1[c:21]2[cH:22][cH:23][c:24]3[c:25]([cH:26][c:27]([CH:38]=[O:39])[c:28]4[c:29]3[cH:30][cH:31][cH:32][cH:33]4)[c:34]2[cH:35][cH:36][cH:37]1>>[Cl:1][c:2]1[cH:3][c:4]2[c:5]3[cH:6][cH:7][cH:8][cH:9][c:10]3[c:11]([CH:38]=[O:39])[cH:12][c:13]2[c:14]2[cH:15][cH:16][cH:17][cH:18][c:19]12. The reactants are ClC=1C=CC(=C(C(=O)OC)C1)C=1C2=C(C(NCC1)=O)SC(=N2)N2CCOCC2 (methyl 5-chloro-2-[2-(morpholin-4-yl)-4-oxo-5,6-dihydro-4H-[1,3]thiazolo[5,4-c]azepin-8-yl]benzoate), [OH-].[Na+] (sodium hydroxide), O (water). Run in C1CCOC1 (THF), CO (MeOH). Conditions: time 16 hour. The product is ClC=1C=CC(=C(C(=O)O)C1)C=1C2=C(C(NCC1)=O)SC(=N2)N2CCOCC2 (5-chloro-2-[2-(morpholin-4-yl)-4-oxo-5,6-dihydro-4H-[1,3]thiazolo[5,4-c]azepin-8-yl]benzoic acid). Yield: 82.7%. As a reaction SMILES: [Cl:1][C:2]1[CH:3]=[CH:4][C:5]([C:12]2[C:13]3[N:22]=[C:21]([N:23]4[CH2:28][CH2:27][O:26][CH2:25][CH2:24]4)[S:20][C:14]=3[C:15](=[O:19])[NH:16][CH2:17][CH:18]=2)=[C:6]([CH:11]=1)[C:7]([O:9]C)=[O:8].[OH-].[Na+].O>C1COCC1.CO>[Cl:1][C:2]1[CH:3]=[CH:4][C:5]([C:12]2[C:13]3[N:22]=[C:21]([N:23]4[CH2:28][CH2:27][O:26][CH2:25][CH2:24]4)[S:20][C:14]=3[C:15](=[O:19])[NH:16][CH2:17][CH:18]=2)=[C:6]([CH:11]=1)[C:7]([OH:9])=[O:8] |f:1.2|. Reported procedure: To a solution of methyl 5-chloro-2-[2-(morpholin-4-yl)-4-oxo-5,6-dihydro-4H-[1,3]thiazolo[5,4-c]azepin-8-yl]benzoate (0.125 g, 0.298 mmol) in THF (3.7 mL) and MeOH (1.2 mL) was added a solution of 1M sodium hydroxide in water (3.66 mL, 3.66 mmol). The solution was stirred at room temperature for 16 hours. The solvents were evaporated and the residue was diluted with water and then added 1N hydrogen chloride aqueous solution until pH 7 was reached. Extracted twice with EA and the combined organic... Starting materials: ice water, NS(=O)(=O)C1=C(C=CC=C1)CC(=O)OC (methyl o-aminosulfonylbenzeneacetate), C(CCC)N=C=O (n-butyl isocyanate), C([O-])([O-])=O.[K+].[K+] (potassium carbonate), Cl (HCl). Run in C(C)C(=O)C (methyl ethyl ketone). Yields the product C(CCC)S(=O)(=O)NC(=O)N (N-(n-butyl)sulfonylurea). Yield: 135.0%. RXN SMILES: [NH2:1][S:2]([C:5]1[CH:10]=[CH:9][CH:8]=CC=1CC(OC)=O)(=[O:4])=[O:3].C([N:20]=[C:21]=[O:22])CCC.C(=O)([O-])[O-].[K+].[K+].Cl>C(C(C)=O)C>[CH2:5]([S:2]([NH:1][C:21]([NH2:20])=[O:22])(=[O:3])=[O:4])[CH2:10][CH2:9][CH3:8] |f:2.3.4|. Procedure: A mixture of 22.9 g methyl o-aminosulfonylbenzeneacetate, 13.5 g n-butyl isocyanate, 15.2 g potassium carbonate and 250 ml methyl ethyl ketone was stirred and refluxed for three hours. The reaction mixture was cooled, poured into 1250 g of ice-water, and acidified to pH 1.5 with concentrated HCl. The product was filtered, washed and dried. The crude product was recrystallized from 1-chlorobutane to yield 24.3 g of purified N-(n-butyl)sulfonylurea derivative of methyl o-isocyanatosulfonylbenzenea... Starting materials: [H-].[Na+] (sodium hydride), ClC1=NC=CC=C1C(F)(F)F (2-chloro-3-(trifluoromethyl)pyridine), C(CC(=O)OCC)(=O)OCC (diethyl malonate), Cl (hydrochloric acid). Reagents/catalysts: [Cu](Cl)Cl (copper chloride). The solvent is C(C)(=O)OCC (ethyl acetate), O (water), O1CCOCC1 (1,4-dioxane), O1CCOCC1 (1,4-dioxane). Conditions: time 0.5 hour. The product is FC(C=1C(=NC=CC1)C(C(=O)OCC)C(=O)OCC)(F)F (diethyl (3-trifluoromethyl-2-pyridyl)malonate). The yield is 27.4%. RXN SMILES: [H-].[Na+].[C:3]([O:11][CH2:12][CH3:13])(=[O:10])[CH2:4][C:5]([O:7][CH2:8][CH3:9])=[O:6].Cl[C:15]1[C:20]([C:21]([F:24])([F:23])[F:22])=[CH:19][CH:18]=[CH:17][N:16]=1.Cl>O1CCOCC1.[Cu](Cl)Cl.C(OCC)(=O)C.O>[F:22][C:21]([F:24])([F:23])[C:20]1[C:15]([CH:4]([C:5]([O:7][CH2:8][CH3:9])=[O:6])[C:3]([O:11][CH2:12][CH3:13])=[O:10])=[N:16][CH:17]=[CH:18][CH:19]=1 |f:0.1|. Procedure details: 8.73 g of sodium hydride (55% oil dispersion) was suspended in 100 ml of 1,4-dioxane. Into this, 32.03 g of diethyl malonate was added dropwise over a period of about 1 hour at 60° C. under a nitrogen atmosphere. The mixture was stirred further for 0.5 hours at the same temperature, then, 8.26 g of copper chloride (I) was added to the mixture. Thereafter, into the mixture, a solution prepared by dissolving 15.00 g of 2-chloro-3-(trifluoromethyl)pyridine in 50 ml of 1,4-dioxane at 80° C. was drop... Starting materials: COC=1C=C(C=CC1)C(N(C)C)N(C)C (C-(3-methoxyphenyl)-N,N,N′,N′-tetramethylmethanediamine), C(C)(=O)Cl (acetyl chloride). The reagents and catalysts are CO.C[C@@H]1OC[C@@H]2[C@@H](O1)[C@@H]([C@H]([C@@H](O2)OC3[C@H]4COC(=O)[C@@H]4[C@@H](C5=CC6=C(C=C35)OCO6)C7=CC(=C(C(=C7)OC)O)OC)O)O.C1CN(P(=O)(OC1)NCCCl)CCCl.[NH2-].[NH2-].Cl[Pt+2]Cl (methanol ice 1). Solvent: CCOCC (ether). Yields the product [Cl-].COC=1C=C(C=[N+](C)C)C=CC1 ((3-methoxybenzylidene)dimethyl ammonium chloride). The yield is 68.9%. As a reaction SMILES: [CH3:1][O:2][C:3]1[CH:4]=[C:5]([CH:9](N(C)C)[N:10]([CH3:12])[CH3:11])[CH:6]=[CH:7][CH:8]=1.C([Cl:19])(=O)C>CCOCC.CO.C[C@H]1O[C@H]2[C@H](O)[C@@H](O)[C@H](OC3C4C(=CC5OCOC=5C=4)[C@@H](C4C=C(OC)C(O)=C(OC)C=4)[C@@H]4[C@@H]3COC4=O)O[C@@H]2CO1.C1COP(NCCCl)(=O)N(CCCl)C1.[NH2-].[NH2-].Cl[Pt+2]Cl>[Cl-:19].[CH3:1][O:2][C:3]1[CH:4]=[C:5]([CH:6]=[CH:7][CH:8]=1)[CH:9]=[N+:10]([CH3:12])[CH3:11] |f:3.4.5.6.7.8,9.10|. Procedure: 30 g (144 mmole) of C-(3-methoxyphenyl)-N,N,N′,N′-tetramethylmethanediamine from stage 1 were dissolved in 200 ml of ether and cooled in an ice bath (methanol/ice 1:1) to −10° C. 10.3 ml (144 mmole) of acetyl chloride were added dropwise under nitrogen. A white salt precipitated out, and the temperature rose slightly. After 15 hours at RT the solution was decanted off, and the solids were washed three times, each time with 100 ml of ether, filtered through a protective gas frit under nitrogen, a... Procedure: A microwave vial was charged with 1-bromo-2-methoxybenzene (0.056 ml, 0.454 mmol), N-(thiazol-2-yl)-3,4-dihydro-2H-benzo[b][1,4]oxazine-7-sulfonamide (0.090 g, 0.303 mmol), Xantphos (0.035 g, 0.061 mmol), Pd2(dba)3 (0.028 g, 0.030 mmol) and sodium tert-butoxide (0.087 g, 0.908 mmol). The mixture was diluted with toluene (3.03 ml), and purged with nitrogen, and stirred at 130° C. in the microwave for 15 minutes, until clean conversion to the desired product. The reaction was filtered over a plug ... Conditions: temperature 130 celsius, time 15 minute. Reagents/catalysts: C=1C=CC(=CC1)/C=C/C(=O)/C=C/C2=CC=CC=C2.C=1C=CC(=CC1)/C=C/C(=O)/C=C/C2=CC=CC=C2.C=1C=CC(=CC1)/C=C/C(=O)/C=C/C2=CC=CC=C2.[Pd].[Pd] (Pd2(dba)3). The reactants are BrC1=C(C=CC=C1)OC (1-bromo-2-methoxybenzene), S1C(=NC=C1)NS(=O)(=O)C=1C=CC2=C(OCCN2)C1 (N-(thiazol-2-yl)-3,4-dihydro-2H-benzo[b][1,4]oxazine-7-sulfonamide), CC1(C2=C(C(=CC=C2)P(C3=CC=CC=C3)C4=CC=CC=C4)OC5=C(C=CC=C51)P(C6=CC=CC=C6)C7=CC=CC=C7)C (Xantphos), CC(C)([O-])C.[Na+] (sodium tert-butoxide). RXN SMILES: Br[C:2]1[CH:7]=[CH:6][CH:5]=[CH:4][C:3]=1[O:8][CH3:9].[S:10]1[CH:14]=[CH:13][N:12]=[C:11]1[NH:15][S:16]([C:19]1[CH:20]=[CH:21][C:22]2[NH:27][CH2:26][CH2:25][O:24][C:23]=2[CH:28]=1)(=[O:18])=[O:17].CC1(C)C2C(=C(P(C3C=CC=CC=3)C3C=CC=CC=3)C=CC=2)OC2C(P(C3C=CC=CC=3)C3C=CC=CC=3)=CC=CC1=2.CC(C)([O-])C.[Na+]>C1(C)C=CC=CC=1.C1C=CC(/C=C/C(/C=C/C2C=CC=CC=2)=O)=CC=1.C1C=CC(/C=C/C(/C=C/C2C=CC=CC=2)=O)=CC=1.C1C=CC(/C=C/C(/C=C/C2C=CC=CC=2)=O)=CC=1.[Pd].[Pd]>[CH3:9][O:8][C:3]1[CH:4]=[CH:5][CH:6]=[CH:7][C:2]=1[N:27]1[CH2:26][CH2:25][O:24][C:23]2[CH:28]=[C:19]([S:16]([NH:15][C:11]3[S:10][CH:14]=[CH:13][N:12]=3)(=[O:18])=[O:17])[CH:20]=[CH:21][C:22]1=2 |f:3.4,6.7.8.9.10|. Solvent: C1(=CC=CC=C1)C (toluene). Product: COC1=C(C=CC=C1)N1C2=C(OCC1)C=C(C=C2)S(=O)(=O)NC=2SC=CN2 (4-(2-methoxyphenyl)-N-(thiazol-2-yl)-3,4-dihydro-2H-benzo[b][1,4]oxazine-7-sulfonamide).